From a dataset of the Open Reaction Database (ORD), a public repository of structured organic reaction records. describe an organic reaction: reactants, conditions, products, and yield The reactants are FC1=C(C=C(C=C1)C(F)(F)F)NC1=NC2=C(N1C)C=CC(=C2)OC2=CC(=NC=C2)NC(=O)C2CCNCC2 (N-{4-[(2-{[2-fluoro-5-(trifluoromethyl)phenyl]amino}-1-methyl-1H-benzimidazol-5-yl)oxy]pyridin-2-yl}piperidine-4-carboxamide), C(C)(=O)OC(C)=O (acetic anhydride). The solvent is O1CCOCC1 (dioxane). Conditions: time 1 hour. Yields the product C(C)(=O)N1CCC(CC1)C(=O)NC1=NC=CC(=C1)OC1=CC2=C(N(C(=N2)NC2=C(C=CC(=C2)C(F)(F)F)F)C)C=C1 (1-acetyl-N-{4-[(2-{[2-fluoro-5-(trifluoromethyl)phenyl]amino}-1-methyl-1H-benzimidazol-5-yl)oxy]pyridin-2-yl}piperidine-4-carboxamide). RXN SMILES: [F:1][C:2]1[CH:7]=[CH:6][C:5]([C:8]([F:11])([F:10])[F:9])=[CH:4][C:3]=1[NH:12][C:13]1[N:17]([CH3:18])[C:16]2[CH:19]=[CH:20][C:21]([O:23][C:24]3[CH:29]=[CH:28][N:27]=[C:26]([NH:30][C:31]([CH:33]4[CH2:38][CH2:37][NH:36][CH2:35][CH2:34]4)=[O:32])[CH:25]=3)=[CH:22][C:15]=2[N:14]=1.[C:39](OC(=O)C)(=[O:41])[CH3:40]>O1CCOCC1>[C:39]([N:36]1[CH2:37][CH2:38][CH:33]([C:31]([NH:30][C:26]2[CH:25]=[C:24]([O:23][C:21]3[CH:20]=[CH:19][C:16]4[N:17]([CH3:18])[C:13]([NH:12][C:3]5[CH:4]=[C:5]([C:8]([F:9])([F:10])[F:11])[CH:6]=[CH:7][C:2]=5[F:1])=[N:14][C:15]=4[CH:22]=3)[CH:29]=[CH:28][N:27]=2)=[O:32])[CH2:34][CH2:35]1)(=[O:41])[CH3:40]. Procedure: To N-{4-[(2-{[2-fluoro-5-(trifluoromethyl)phenyl]amino}-1-methyl-1H-benzimidazol-5-yl)oxy]pyridin-2-yl}piperidine-4-carboxamide (1 eq) in dioxane and N,N-disopropylethylamine (2 eq) was added acetic anhydride (1 eq) and the resulting mixture was stirred for 1 h. 1-acetyl-N-{4-[(2-{[2-fluoro-5-(trifluoromethyl)phenyl]amino}-1-methyl-1H-benzimidazol-5-yl)oxy]pyridin-2-yl}piperidine-4-carboxamide thus formed was purified by preparative chromatography. MS: MH+=571.5. Starting materials: C(C)(C)(C)C=1C=CC2=C(C=C(O2)C(COC2=CC=C(C=C2)C(=O)OC)=O)C1 (5-tert-Butyl-2-(4-methoxycarbonylphenoxyacetyl)benzofuran), ice water, [BH4-].[Na+] (sodium borohydride), [BH4-].[Na+] (sodium borohydride). Run in CO (methanol). Product: C(C)(C)(C)C=1C=CC2=C(C=C(O2)C(COC2=CC=C(C=C2)C(=O)OC)O)C1 (5-tert-Butyl-2-[1-hydroxy-2-(4-methoxycarbonylphenoxy)ethyl]benzofuran). The yield is 96.3%. As a reaction SMILES: [C:1]([C:5]1[CH:6]=[CH:7][C:8]2[O:12][C:11]([C:13](=[O:26])[CH2:14][O:15][C:16]3[CH:21]=[CH:20][C:19]([C:22]([O:24][CH3:25])=[O:23])=[CH:18][CH:17]=3)=[CH:10][C:9]=2[CH:27]=1)([CH3:4])([CH3:3])[CH3:2].[BH4-].[Na+]>CO>[C:1]([C:5]1[CH:6]=[CH:7][C:8]2[O:12][C:11]([CH:13]([OH:26])[CH2:14][O:15][C:16]3[CH:21]=[CH:20][C:19]([C:22]([O:24][CH3:25])=[O:23])=[CH:18][CH:17]=3)=[CH:10][C:9]=2[CH:27]=1)([CH3:4])([CH3:2])[CH3:3] |f:1.2|. Reported procedure: 5-tert-Butyl-2-(4-methoxycarbonylphenoxyacetyl)benzofuran (124 g) was suspended in 980 ml of methanol and, with cooling with ice and stirring, 30 g of sodium borohydride was added thereto little by little. After stirring for 2 hours, 8.8 g of sodium borohydride was added and the mixture was stirred at room temperature for 4 hours. The reaction mixture was poured into 10 liters of ice water (acidified with hydrochloric acid) and the resulting crystals were collected by filtration. The crystals we...